This data is from the Open Reaction Database (ORD), a public repository of structured organic reaction records. The task is: describe an organic reaction: reactants, conditions, products, and yield The reactants are [NH2-].[Li+] (lithium amide), ICCCCCC (iodohexane), N (ammonia), OC1=C(C=CC=C1)C#C (2-hydroxyphenyl acetylene). The solvent is O1CCCC1 (tetrahydrofuran), O1CCCC1 (tetrahydrofuran). The product is OC1=C(C=CC=C1)C#CCCCCCC (1-(2-Hydroxyphenyl)-oct-1-yne). Isolated yield 80.0%. Reaction SMILES: [NH2-].[Li+].[OH:3][C:4]1[CH:9]=[CH:8][CH:7]=[CH:6][C:5]=1[C:10]#[CH:11].I[CH2:13][CH2:14][CH2:15][CH2:16][CH2:17][CH3:18].N>O1CCCC1>[OH:3][C:4]1[CH:9]=[CH:8][CH:7]=[CH:6][C:5]=1[C:10]#[C:11][CH2:13][CH2:14][CH2:15][CH2:16][CH2:17][CH3:18] |f:0.1|. Procedure: To a grey suspension of lithium amide [lithium shot, (0.59 g, 0.085M) in liquid ammonia (250 ml)] at -30° C. was added 2-hydroxyphenyl acetylene (50 g, 0.042M, prepared by the method of G. A. Russell et al, J. Org. Chem. 31, 248 (1966)) in dry tetrahydrofuran (50 ml). The solution was stirred at reflux for 1 h, then iodohexane (8.91 g, 0.042M), in dry tetrahydrofuran (50 ml) was added dropwise. The reaction was refluxed for 6 h, then the ammonia allowed to evaporate overnight. The resultant pale... Reactants: Cl, [Li+], C1CCOC1, [OH-], O, CCOC(=O)CCCCC(=NOCc1ccc(OCc2nc(-c3ccccc3)no2)cc1)c1ccccc1. Product: O=C(O)CCCCC(=NOCc1ccc(OCc2nc(-c3ccccc3)no2)cc1)c1ccccc1. As a reaction SMILES: [ClH:42].[Li+:3].[O:43]1[CH2:44][CH2:45][CH2:46][CH2:47]1.[OH-:2].[OH2:1].[c:4]1([C:10]([CH2:11][CH2:12][CH2:13][CH2:14][C:15](=[O:16])[O:17][CH2:18][CH3:19])=[N:20][O:21][CH2:22][c:23]2[cH:24][cH:25][c:26]([O:29][CH2:30][c:31]3[n:32][c:33](-[c:36]4[cH:37][cH:38][cH:39][cH:40][cH:41]4)[n:34][o:35]3)[cH:27][cH:28]2)[cH:5][cH:6][cH:7][cH:8][cH:9]1>>[c:4]1([C:10]([CH2:11][CH2:12][CH2:13][CH2:14][C:15](=[O:16])[OH:17])=[N:20][O:21][CH2:22][c:23]2[cH:24][cH:25][c:26]([O:29][CH2:30][c:31]3[n:32][c:33](-[c:36]4[cH:37][cH:38][cH:39][cH:40][cH:41]4)[n:34][o:35]3)[cH:27][cH:28]2)[cH:5][cH:6][cH:7][cH:8][cH:9]1. The reactants are ClC1=C(C#N)C=CC(=C1)O (2-chloro-4-hydroxybenzonitrile), CC1=C(C=CC(=C1)[N+](=O)[O-])NC(=O)C1(OC1)C (2-methyloxirane-2-carboxylic acid (2-methyl-4-nitrophenyl)amide). Yields the product ClC=1C=C(OCC(C(=O)NC2=C(C=C(C=C2)[N+](=O)[O-])C)(C)O)C=CC1C#N (3-(3-Chloro-4-cyanophenoxy)-2-hydroxy-2-methyl-N-(2-methyl-4-nitrophenyl)propionamide). As a reaction SMILES: [Cl:1][C:2]1[CH:9]=[C:8]([OH:10])[CH:7]=[CH:6][C:3]=1[C:4]#[N:5].[CH3:11][C:12]1[CH:17]=[C:16]([N+:18]([O-:20])=[O:19])[CH:15]=[CH:14][C:13]=1[NH:21][C:22]([C:24]1([CH3:27])[CH2:26][O:25]1)=[O:23]>>[Cl:1][C:2]1[CH:9]=[C:8]([CH:7]=[CH:6][C:3]=1[C:4]#[N:5])[O:10][CH2:27][C:24]([OH:25])([CH3:26])[C:22]([NH:21][C:13]1[CH:14]=[CH:15][C:16]([N+:18]([O-:20])=[O:19])=[CH:17][C:12]=1[CH3:11])=[O:23]. Reported procedure: 3-(3-Chloro-4-cyanophenoxy)-2-hydroxy-2-methyl-N-(2-methyl-4-nitrophenyl)propionamide was prepared as described in Example 64c starting from 2-chloro-4-hydroxybenzonitrile and 2-methyloxirane-2-carboxylic acid (2-methyl-4-nitrophenyl)amide. The crude product was purified by flash chromatography (dichloromethane-1.3% methanol). 1H NMR (400 MHz, DMSO-d6): 1.46 (3H, s), 2.37 (3H, s), 4.15 (1H, d, J=10.1 Hz), 4.39 (1H, d, J=10.1 Hz), 6.51 (1H, s), 7.10 (1H, dd, J=8.8 Hz, J=2.4 Hz), 7.37 (1H, d, J=2.... Reactants: Cc1ccc(C(=O)c2c[nH]c3ccccc3c2=O)nc1C, CN(C)C=O, Fc1ccccc1CBr, [H-], [Na+]. The product is Cc1ccc(C(=O)c2cn(Cc3ccccc3F)c3ccccc3c2=O)nc1C. RXN SMILES: [CH3:1][c:2]1[cH:3][cH:4][c:5]([C:9](=[O:10])[c:11]2[cH:12][nH:13][c:14]3[cH:15][cH:16][cH:17][cH:18][c:19]3[c:20]2=[O:21])[n:6][c:7]1[CH3:8].[CH3:33][N:34]([CH3:35])[CH:36]=[O:37].[F:24][c:25]1[c:26]([CH2:27][Br:28])[cH:29][cH:30][cH:31][cH:32]1.[H-:22].[Na+:23]>>[CH3:1][c:2]1[cH:3][cH:4][c:5]([C:9](=[O:10])[c:11]2[cH:12][n:13]([CH2:27][c:26]3[c:25]([F:24])[cH:32][cH:31][cH:30][cH:29]3)[c:14]3[cH:15][cH:16][cH:17][cH:18][c:19]3[c:20]2=[O:21])[n:6][c:7]1[CH3:8]. The reactants are BrC1=CC=C(CN2C(=C(C3=CC(=CC=C23)OC)CCC(C(=O)OCC)C)C)C=C1 (Ethyl 4-(1-(4-bromobenzyl)-5-methoxy-2-methyl-1H-indol-3-yl)-2-methylbutanoate), [Li]CCCC (n-BuLi), CC1(NC(CCC1)(C)C)C (2,2,6,6-tetramethylpiperidine), CN(C)P(=O)(N(C)C)N(C)C (HMPA). Run in C1CCOC1 (THF), C1CCOC1 (THF). Reaction conditions: temperature -78 celsius, time 10 minute. Yields the product BrC1=CC=C(CN2C(=C(C3=CC(=CC=C23)OC)CCC(C(=O)OCC)(C)O)C)C=C1 (Ethyl 4-(1-(4-bromobenzyl)-5-methoxy-2-methyl-1H-indol-3-yl )-2-hydroxy-2-methylbutanoate). The yield is 25.3%. As a reaction SMILES: [Li]CCCC.CC1(C)CCCC(C)(C)N1.[Br:16][C:17]1[CH:44]=[CH:43][C:20]([CH2:21][N:22]2[C:30]3[C:25](=[CH:26][C:27]([O:31][CH3:32])=[CH:28][CH:29]=3)[C:24]([CH2:33][CH2:34][CH:35]([CH3:41])[C:36]([O:38][CH2:39][CH3:40])=[O:37])=[C:23]2[CH3:42])=[CH:19][CH:18]=1.CN(P(N(C)C)(N(C)C)=[O:49])C>C1COCC1>[Br:16][C:17]1[CH:44]=[CH:43][C:20]([CH2:21][N:22]2[C:30]3[C:25](=[CH:26][C:27]([O:31][CH3:32])=[CH:28][CH:29]=3)[C:24]([CH2:33][CH2:34][C:35]([OH:49])([CH3:41])[C:36]([O:38][CH2:39][CH3:40])=[O:37])=[C:23]2[CH3:42])=[CH:19][CH:18]=1. Reported procedure: n-BuLi (1.6M in hexane, 1.5 mL, 2.4 mmol) was slowly added to 2,2,6,6-tetramethylpiperidine at 0° C. and the slurry was stirred 10 min, then cooled to -78° C. and diluted with 6 mL (oxygenated) THF. The ester from Example 3, Step 2 (880 mg, 1.92 mmol) dissolved in 3 mL THF (O2) was added and the resulting mixture was stirred-- h at -78° C. and 1 h at -45° C. HMPA (668 μL, 3.8 mmol) was added and the mixture was stirred another 2 h at -30° C., then warmed to 0° C. The reaction was quenched with a...